From a dataset of the Open Reaction Database (ORD), a public repository of structured organic reaction records. describe an organic reaction: reactants, conditions, products, and yield Reactants: C(#N)[C@H](CC1=CC=C(C=C1)I)NC(=O)C1(CCOCC1)NC(OC(C)(C)C)=O ((S)-tert-Butyl 4-(1-cyano-2-(4-iodophenyl)ethylcarbamoyl)tetrahydro-2H-pyran-4-ylcarbamate), C(C)(=O)[O-].[K+] (potassium acetate), CC1(OB(OC1(C)C)C=1C=C2CNC(C2=CC1)=O)C (5-(4,4,5,5-tetramethyl-1,3,2-dioxaborolan-2-yl)isoindolin-1-one), 1,1 bis(di-tert-butylphosphino)ferrocene palladium dichloride. Solvent: C(C)#N (acetonitrile), O (water), O (water). Conditions: temperature 90 celsius. Product: C(#N)[C@H](CC1=CC=C(C=C1)C=1C=C2CNC(C2=CC1)=O)NC(=O)C1(CCOCC1)NC(OC(C)(C)C)=O ((S)-tert-Butyl 4-(1-cyano-2-(4-(1-oxoisoindolin-5-yl)phenyl)ethylcarbamoyl)tetrahydro-2H-pyran-4-ylcarbamate). The yield is 60.9%. Reaction SMILES: [C:1]([C@@H:3]([NH:12][C:13]([C:15]1([NH:21][C:22](=[O:28])[O:23][C:24]([CH3:27])([CH3:26])[CH3:25])[CH2:20][CH2:19][O:18][CH2:17][CH2:16]1)=[O:14])[CH2:4][C:5]1[CH:10]=[CH:9][C:8](I)=[CH:7][CH:6]=1)#[N:2].C([O-])(=O)C.[K+].CC1(C)C(C)(C)OB([C:42]2[CH:43]=[C:44]3[C:48](=[CH:49][CH:50]=2)[C:47](=[O:51])[NH:46][CH2:45]3)O1>C(#N)C.O>[C:1]([C@@H:3]([NH:12][C:13]([C:15]1([NH:21][C:22](=[O:28])[O:23][C:24]([CH3:27])([CH3:26])[CH3:25])[CH2:20][CH2:19][O:18][CH2:17][CH2:16]1)=[O:14])[CH2:4][C:5]1[CH:10]=[CH:9][C:8]([C:42]2[CH:43]=[C:44]3[C:48](=[CH:49][CH:50]=2)[C:47](=[O:51])[NH:46][CH2:45]3)=[CH:7][CH:6]=1)#[N:2] |f:1.2|. Procedure: A mixture of (S)-tert-butyl 4-(1-cyano-2-(4-iodophenyl)ethylcarbamoyl)tetrahydro-2H-pyran-4-ylcarbamate (Example 15, step (i), 260 mg), potassium acetate (153 mg) and 5-(4,4,5,5-tetramethyl-1,3,2-dioxaborolan-2-yl)isoindolin-1-one (162 mg) in acetonitrile (10 mL) and water (5 mL) under a nitrogen atmosphere, was treated with 1,1 bis(di-tert-butylphosphino)ferrocene palladium dichloride (10 mg) and the mixture stirred and heated at 90° C. for 18 h. The reaction mixture was cooled to room temperat...